This data is from the Open Reaction Database (ORD), a public repository of structured organic reaction records. The task is: describe an organic reaction: reactants, conditions, products, and yield The reactants are NC=1C=CC(=NC1)C#N (5-aminopyridine-2-carbonitrile), C(=O)(Cl)Cl (phosgene), Cl.CN1CCN(CC1)C1=NC(=NC(=C1)C1=CC=C2CCNCC2=C1)N (4-(4-methylpiperazin-1-yl)-6-(1,2,3,4-tetrahydroisoquinolin-7-yl)pyrimidin-2-amine HCl salt). Yields the product NC1=NC(=CC(=N1)C1=CC=C2CCN(CC2=C1)C(=O)NC=1C=NC(=CC1)C#N)N1CCN(CC1)C (7-[2-Amino-6-(4-methylpiperazin-1-yl)pyrimidin-4-yl]-N-(6-cyanopyridin-3-yl)-3,4-dihydroisoquinoline-2(1H)-carboxamide). Reaction SMILES: [NH2:1][C:2]1[CH:3]=[CH:4][C:5]([C:8]#[N:9])=[N:6][CH:7]=1.[C:10](Cl)(Cl)=[O:11].Cl.[CH3:15][N:16]1[CH2:21][CH2:20][N:19]([C:22]2[CH:27]=[C:26]([C:28]3[CH:37]=[C:36]4[C:31]([CH2:32][CH2:33][NH:34][CH2:35]4)=[CH:30][CH:29]=3)[N:25]=[C:24]([NH2:38])[N:23]=2)[CH2:18][CH2:17]1>>[NH2:38][C:24]1[N:25]=[C:26]([C:28]2[CH:37]=[C:36]3[C:31]([CH2:32][CH2:33][N:34]([C:10]([NH:1][C:2]4[CH:7]=[N:6][C:5]([C:8]#[N:9])=[CH:4][CH:3]=4)=[O:11])[CH2:35]3)=[CH:30][CH:29]=2)[CH:27]=[C:22]([N:19]2[CH2:18][CH2:17][N:16]([CH3:15])[CH2:21][CH2:20]2)[N:23]=1 |f:2.3|. Procedure details: This compound was prepared by using procedures analogous to those described for the synthesis of Example 40 starting from 5-aminopyridine-2-carbonitrile (Aldrich, Cat. #538906), phosgene and 4-(4-methylpiperazin-1-yl)-6-(1,2,3,4-tetrahydroisoquinolin-7-yl)pyrimidin-2-amine HCl salt. Analytic LCMS (M+H)+: m/z=470.2. The reactants are [Cl-].[Na+] (sodium chloride), S1C(=CC=C1)C=O (2-thiophenecarboxaldehyde), CC1(OC(=CC1=O)C)C (2,2,5-trimethyl-3(2H)-furanone), [OH-].[Na+] (sodium hydroxide). Run in C(C)O (ethanol). Run at time 1 day. The product is CC1(OC(=CC1=O)C=CC=1SC=CC1)C (2,2-Dimethyl-5-[2-(2-thienyl)ethenyl]-3(2H)-furanone). The yield is 43.0%. As a reaction SMILES: [S:1]1[CH:5]=[CH:4][CH:3]=[C:2]1[CH:6]=O.[CH3:8][C:9]1([CH3:16])[C:13](=[O:14])[CH:12]=[C:11]([CH3:15])[O:10]1.[OH-].[Na+].[Cl-].[Na+]>C(O)C>[CH3:8][C:9]1([CH3:16])[C:13](=[O:14])[CH:12]=[C:11]([CH:15]=[CH:6][C:2]2[S:1][CH:5]=[CH:4][CH:3]=2)[O:10]1 |f:2.3,4.5|. Procedure details: To a solution of 2-thiophenecarboxaldehyde (2.1 g, 19 mM) and 2,2,5-trimethyl-3(2H)-furanone (2.0 g, 15.9 mM) in ethanol (100 mL), was added 1N aqueous sodium hydroxide (1.6 mL, 1.6 mM). The reaction solution was stirred at room temperature for one day. After saturated aqueous sodium chloride (400 mL) was added, the aqueous layer was extracted with diethyl ether (3×100 mL). The combined ethereal extracts were washed with saturated aqueous sodium chloride (50 mL), dried over MgSO4, filtered and c... Starting materials: CC1=NN=C2N1C=NC=C2C2=CC(=CC=C2)C(F)(F)F (3-methyl-8-[3-(trifluoromethyl)phenyl]-1,2,4-triazolo[4,3-c]pyrimidine). The solvent is CO (methanol). Reaction conditions: time 7 day. Yields the product CC1=NN2C=NC=C(C2=N1)C1=CC(=CC=C1)C(F)(F)F (2-Methyl-8-[3-(trifluoromethyl)phenyl]-1,2,4-triazolo[1,5-c]pyrimidine). RXN SMILES: [CH3:1][C:2]1[N:6]2[CH:7]=[N:8][CH:9]=[C:10]([C:11]3[CH:16]=[CH:15][CH:14]=[C:13]([C:17]([F:20])([F:19])[F:18])[CH:12]=3)[C:5]2=[N:4][N:3]=1>CO>[CH3:1][C:2]1[N:6]=[C:5]2[N:4]([CH:7]=[N:8][CH:9]=[C:10]2[C:11]2[CH:16]=[CH:15][CH:14]=[C:13]([C:17]([F:20])([F:19])[F:18])[CH:12]=2)[N:3]=1. Procedure details: A solution of 0.35 g. of 3-methyl-8-[3-(trifluoromethyl)phenyl]-1,2,4-triazolo[4,3-c]pyrimidine in 5 ml. of methanol is allowed to stand at room temperature. The rearrangement is monitored by thin layer chromatography and is substantially complete after 7 days. The precipitated product is collected by filtration to give 0.14 g. of the product of the example, m.p. 114°-116° C. RXN SMILES: [CH3:1][S:2]([O:5][CH2:6][CH3:7])(=[O:4])=[O:3].C([Li])CCC.CCCCCC.P(Cl)(OCC)(OCC)=O.[Br:28][C:29]1[CH:34]=[CH:33][C:32]([CH:35]=O)=[CH:31][N:30]=1>O1CCCC1.O>[Br:28][C:29]1[N:30]=[CH:31][C:32](/[CH:35]=[CH:1]/[S:2]([O:5][CH2:6][CH3:7])(=[O:4])=[O:3])=[CH:33][CH:34]=1. The product is BrC1=CC=C(C=N1)/C=C/S(=O)(=O)OCC ((E)-Ethyl 2-(6-bromopyridin-3-yl)ethenesulfonate). Procedure details: Ethyl methanesulfonate (1.00 mL, 9.34 mmol) was dissolved in anhydrous tetrahydrofuran (20 mL) in an oven dried round bottle under an atmosphere of argon. The solution was cooled to −78° C. and 2.5 M n-butyllithium in hexane (4.09 mL, 10.23 mmol) was added dropwise over 15 min. The mixture was stirred at −78° C. for 15 min and diethyl chlorophosphate (0.78 mL, 5.38 mmol) was added dropwise. The reaction was stirred at −78° C. for 1 h and then the temperature was allowed to reach 0° C. before rec... Run in O (Water), O1CCCC1 (tetrahydrofuran), O1CCCC1 (tetrahydrofuran). Starting materials: P(=O)(OCC)(OCC)Cl (diethyl chlorophosphate), CS(=O)(=O)OCC (Ethyl methanesulfonate), C(CCC)[Li] (n-butyllithium), CCCCCC (hexane), BrC1=NC=C(C=C1)C=O (2-bromo-5-formylpyridine). Yield: 90.3%. Run at temperature -78 celsius, time 15 minute. Starting materials: CC(C)N(C(=O)CN1C(=O)C(Cc2cn(C(=O)OC(C)(C)C)c3ccccc23)c2nnc(-c3ccccc3)n2-c2ccccc21)c1ccccc1, C[Si](C)(C)[N-][Si](C)(C)C, CI, CCOC(C)=O, [K+], CN(C)C=O. The product is CC(C)N(C(=O)CN1C(=O)C(C)(Cc2cn(C(=O)OC(C)(C)C)c3ccccc23)c2nnc(-c3ccccc3)n2-c2ccccc21)c1ccccc1. As a reaction SMILES: [C:1]([CH3:2])([CH3:3])([CH3:4])[O:5][C:6](=[O:7])[n:8]1[cH:9][c:10]([CH2:17][CH:18]2[C:19](=[O:51])[N:20]([CH2:38][C:39]([N:40]([c:41]3[cH:42][cH:43][cH:44][cH:45][cH:46]3)[CH:47]([CH3:48])[CH3:49])=[O:50])[c:21]3[c:22]([cH:34][cH:35][cH:36][cH:37]3)-[n:23]3[c:24](-[c:28]4[cH:29][cH:30][cH:31][cH:32][cH:33]4)[n:25][n:26][c:27]32)[c:11]2[cH:12][cH:13][cH:14][cH:15][c:16]12.[CH3:53][Si:54]([N-:55][Si:56]([CH3:57])([CH3:58])[CH3:59])([CH3:60])[CH3:61].[CH3:62][I:63].[CH3:69][CH2:70][O:71][C:72]([CH3:73])=[O:74].[K+:52].[O:64]=[CH:65][N:66]([CH3:67])[CH3:68]>>[C:1]([CH3:2])([CH3:3])([CH3:4])[O:5][C:6](=[O:7])[n:8]1[cH:9][c:10]([CH2:17][C:18]2([CH3:53])[C:19](=[O:51])[N:20]([CH2:38][C:39]([N:40]([c:41]3[cH:42][cH:43][cH:44][cH:45][cH:46]3)[CH:47]([CH3:48])[CH3:49])=[O:50])[c:21]3[c:22]([cH:34][cH:35][cH:36][cH:37]3)-[n:23]3[c:24](-[c:28]4[cH:29][cH:30][cH:31][cH:32][cH:33]4)[n:25][n:26][c:27]32)[c:11]2[cH:12][cH:13][cH:14][cH:15][c:16]12. Starting materials: CCOC(=O)c1ccc(N)cc1, C[Si](C)(C)C#N, CC(=O)O, [NH4+], O=C1CCCCC1, [OH-]. The product is CCOC(=O)c1ccc(NC2(C#N)CCCCC2)cc1. RXN SMILES: [CH3:1][CH2:2][O:3][C:4](=[O:5])[c:6]1[cH:7][cH:8][c:9]([NH2:10])[cH:11][cH:12]1.[CH3:20][Si:21]([CH3:22])([CH3:23])[C:24]#[N:25].[CH3:28][C:29](=[O:30])[OH:31].[NH4+:26].[O:13]=[C:14]1[CH2:15][CH2:16][CH2:17][CH2:18][CH2:19]1.[OH-:27]>>[CH3:1][CH2:2][O:3][C:4](=[O:5])[c:6]1[cH:7][cH:8][c:9]([NH:10][C:14]2([C:24]#[N:25])[CH2:15][CH2:16][CH2:17][CH2:18][CH2:19]2)[cH:11][cH:12]1.